From a dataset of the Open Reaction Database (ORD), a public repository of structured organic reaction records. describe an organic reaction: reactants, conditions, products, and yield Starting materials: C(C)(=O)O (acetic acid), Br (hydrobromic acid), C(C1=CC=CC=C1)OC([C@H]1N(CCC1)C([C@@H](NC(=O)OCC1=CC=CC=C1)CC1=CNC=N1)=O)=O (Nα -benzyloxycarbonyl-L-histidyl-L-proline benzyl ester). Run in CCOCC (ether). Product: C(C1=CC=CC=C1)OC([C@H]1N(CCC1)C([C@@H](N)CC1=CNC=N1)=O)=O (L-histidyl-L-proline benzyl ester). Yield: 145.0%. RXN SMILES: C(O)(=O)C.Br.[CH2:6]([O:13][C:14](=[O:40])[C@@H:15]1[CH2:19][CH2:18][CH2:17][N:16]1[C:20](=[O:39])[C@H:21]([CH2:33][C:34]1[N:38]=[CH:37][NH:36][CH:35]=1)[NH:22]C(OCC1C=CC=CC=1)=O)[C:7]1[CH:12]=[CH:11][CH:10]=[CH:9][CH:8]=1>CCOCC>[CH2:6]([O:13][C:14](=[O:40])[C@@H:15]1[CH2:19][CH2:18][CH2:17][N:16]1[C:20](=[O:39])[C@H:21]([CH2:33][C:34]1[N:38]=[CH:37][NH:36][CH:35]=1)[NH2:22])[C:7]1[CH:8]=[CH:9][CH:10]=[CH:11][CH:12]=1. Procedure details: After ice-cooling 20 ml of an acetic acid solution of 25% hydrobromic acid, 1.91 g of compound (6) was added to the solution followed by reaction for 2 hours at 5°-10° C. The reaction mixture was added to 200 ml of dry ether and after quickly removing the precipitates thus formed by filtration and then the reaction mixture was dried overnight in a desiccator with potassium hydroxide, to provide 1.99 g of L-histidyl-L-proline benzyl ester.2-hydrobromide (7).